This data is from the Open Reaction Database (ORD), a public repository of structured organic reaction records. The task is: describe an organic reaction: reactants, conditions, products, and yield Reactants: BrCCCC(Br)c1ccc(Br)cc1, CC(C)(C)OC(=O)N1CC(=O)N(c2cc(Cl)cc(Cl)c2)C1=S. Yields the product CC(C)(C)OC(=O)N1C(=S)N(c2cc(Cl)cc(Cl)c2)C(=O)C12CCCC2c1ccc(Br)cc1. Reaction SMILES: [Br:1][c:2]1[cH:3][cH:4][c:5]([CH:8]([CH2:9][CH2:10][CH2:11][Br:13])[Br:12])[cH:6][cH:7]1.[C:14]([CH3:15])([CH3:16])([CH3:17])[O:18][C:19](=[O:20])[N:21]1[C:22](=[S:35])[N:23]([c:27]2[cH:28][c:29]([Cl:34])[cH:30][c:31]([Cl:33])[cH:32]2)[C:24](=[O:26])[CH2:25]1>>[Br:1][c:2]1[cH:3][cH:4][c:5]([CH:8]2[CH2:9][CH2:10][CH2:11][C:25]23[N:21]([C:19]([O:18][C:14]([CH3:15])([CH3:16])[CH3:17])=[O:20])[C:22](=[S:35])[N:23]([c:27]2[cH:28][c:29]([Cl:34])[cH:30][c:31]([Cl:33])[cH:32]2)[C:24]3=[O:26])[cH:6][cH:7]1. The reactants are [BH4-], C=O, CO, Fc1c(F)c(F)c(OC2(c3ccccc3)CCNCC2)c(F)c1F, [Na+]. Yields the product CN1CCC(Oc2c(F)c(F)c(F)c(F)c2F)(c2ccccc2)CC1. Reaction SMILES: [BH4-:27].[CH2:25]=[O:26].[CH3:29][OH:30].[F:1][c:2]1[c:3]([O:4][C:5]2([c:11]3[cH:12][cH:13][cH:14][cH:15][cH:16]3)[CH2:6][CH2:7][NH:8][CH2:9][CH2:10]2)[c:17]([F:24])[c:18]([F:23])[c:19]([F:22])[c:20]1[F:21].[Na+:28]>>[F:1][c:2]1[c:3]([O:4][C:5]2([c:11]3[cH:12][cH:13][cH:14][cH:15][cH:16]3)[CH2:6][CH2:7][N:8]([CH3:25])[CH2:9][CH2:10]2)[c:17]([F:24])[c:18]([F:23])[c:19]([F:22])[c:20]1[F:21]. Reactants: Brc1cncc(Br)c1, CCOC(C)=O, C[S-], [Na+], CN(C)C=O. Product: CSc1cncc(Br)c1. RXN SMILES: [Br:4][c:5]1[cH:6][n:7][cH:8][c:9]([Br:10])[cH:11]1.[CH3:17][CH2:18][O:19][C:20](=[O:21])[CH3:22].[CH3:1][S-:2].[Na+:3].[O:12]=[CH:13][N:14]([CH3:15])[CH3:16]>>[CH3:1][S:2][c:9]1[cH:8][n:7][cH:6][c:5]([Br:4])[cH:11]1. The reactants are COc1ccc(-c2nc(S)[nH]c2-c2ccc(OC)cc2)cc1, CN(C)C=O, Clc1ccncc1, Cl, [H-], [Na+], O. The product is COc1ccc(-c2nc(Sc3ccncc3)[nH]c2-c2ccc(OC)cc2)cc1. As a reaction SMILES: [CH3:1][O:2][c:3]1[cH:4][cH:5][c:6](-[c:9]2[n:10][c:11]([SH:22])[nH:12][c:13]2-[c:14]2[cH:15][cH:16][c:17]([O:20][CH3:21])[cH:18][cH:19]2)[cH:7][cH:8]1.[CH3:34][N:35]([CH3:36])[CH:37]=[O:38].[Cl:26][c:27]1[cH:28][cH:29][n:30][cH:31][cH:32]1.[ClH:25].[H-:23].[Na+:24].[OH2:33]>>[CH3:1][O:2][c:3]1[cH:4][cH:5][c:6](-[c:9]2[nH:10][c:11]([S:22][c:27]3[cH:28][cH:29][n:30][cH:31][cH:32]3)[n:12][c:13]2-[c:14]2[cH:15][cH:16][c:17]([O:20][CH3:21])[cH:18][cH:19]2)[cH:7][cH:8]1. Starting materials: CCO, CCOC(=O)c1cn(C2CC2)c2c(F)c(N3CC(OS(C)(=O)=O)C3)c(F)cc2c1=O, [Na+], [OH-]. The product is CS(=O)(=O)OC1CN(c2c(F)cc3c(=O)c(C(=O)O)cn(C4CC4)c3c2F)C1. RXN SMILES: [CH3:33][CH2:34][OH:35].[CH:1]1([n:4]2[cH:5][c:6]([C:26](=[O:27])[O:28][CH2:29][CH3:30])[c:7](=[O:25])[c:8]3[cH:9][c:10]([F:24])[c:11]([N:15]4[CH2:16][CH:17]([O:19][S:20](=[O:21])(=[O:22])[CH3:23])[CH2:18]4)[c:12]([F:14])[c:13]23)[CH2:2][CH2:3]1.[Na+:32].[OH-:31]>>[CH:1]1([n:4]2[cH:5][c:6]([C:26](=[O:27])[OH:28])[c:7](=[O:25])[c:8]3[cH:9][c:10]([F:24])[c:11]([N:15]4[CH2:16][CH:17]([O:19][S:20](=[O:21])(=[O:22])[CH3:23])[CH2:18]4)[c:12]([F:14])[c:13]23)[CH2:2][CH2:3]1. Reactants: Cl (HCl), C(=O)C1=CC=C(C=C1)CCC(=O)O (3-(4-formyl-phenyl)-propionic acid), CC1([C@@H]2[C@H]1CC1=C(SC(=C21)C)C(C)=O)C ((1aS,5aR)-1-(1,1,2-trimethyl-1,1a,5,5a-tetrahydro-3-thia-cyclopropa[a]pentalen-4-yl)-ethanone), [OH-].[K+] (KOH). Solvent: CO (methanol), O (water). Product: O=C(C=CC1=CC=C(C=C1)CCC(=O)O)C1=C2C[C@@H]3[C@H](C2=C(S1)C)C3(C)C (3-{4-[3-oxo-3-((1aS,5aR)-1,1,2-trimethyl-1,1a,5,5a-tetrahydro-3-thia-cyclopropa[a]pentalen-4-yl)-propenyl]-phenyl}-propionic acid). Yield: 41.1%. RXN SMILES: [CH:1]([C:3]1[CH:8]=[CH:7][C:6]([CH2:9][CH2:10][C:11]([OH:13])=[O:12])=[CH:5][CH:4]=1)=O.[CH3:14][C:15]1([CH3:28])[C@@H:17]2[CH2:18][C:19]3[C:23]([C@H:16]12)=[C:22]([CH3:24])[S:21][C:20]=3[C:25](=[O:27])[CH3:26].[OH-].[K+].Cl>CO.O>[O:27]=[C:25]([C:20]1[S:21][C:22]([CH3:24])=[C:23]2[C:19]=1[CH2:18][C@H:17]1[C:15]([CH3:28])([CH3:14])[C@H:16]12)[CH:26]=[CH:1][C:3]1[CH:8]=[CH:7][C:6]([CH2:9][CH2:10][C:11]([OH:13])=[O:12])=[CH:5][CH:4]=1 |f:2.3|. Procedure details: A solution of 3-(4-formyl-phenyl)-propionic acid (142 mg, 0.80 mmol), (1aS,5aR)-1-(1,1,2-trimethyl-1,1a,5,5a-tetrahydro-3-thia-cyclopropa[a]pentalen-4-yl)-ethanone (176 mg, 0.80 mmol), KOH (2.8 g, 50 mmol) in methanol (25 mL) is stirred at 70° C. for 1 h. The reaction mixture is diluted with water (400 mL) and acidified by adding 2 N aq. HCl. The mixture is extracted twice with DCM, the organic extracts are combined, dried over Na2SO4 and evaporated. The crude product is purified by prep. HPLC (... Starting materials: CCOC(C)=O, O=C(NCC#Cc1c(Cl)ccc2c1CCN(C(=O)C(F)(F)F)CC2)C1CCCC1. The product is O=C(NCC=Cc1c(Cl)ccc2c1CCN(C(=O)C(F)(F)F)CC2)C1CCCC1. RXN SMILES: [CH3:30][CH2:31][O:32][C:33]([CH3:34])=[O:35].[Cl:1][c:2]1[c:3]([C:19]#[C:20][CH2:21][NH:22][C:23](=[O:24])[CH:25]2[CH2:26][CH2:27][CH2:28][CH2:29]2)[c:4]2[c:5]([cH:17][cH:18]1)[CH2:6][CH2:7][N:8]([C:11]([C:12]([F:13])([F:14])[F:15])=[O:16])[CH2:9][CH2:10]2>>[Cl:1][c:2]1[c:3]([CH:19]=[CH:20][CH2:21][NH:22][C:23](=[O:24])[CH:25]2[CH2:26][CH2:27][CH2:28][CH2:29]2)[c:4]2[c:5]([cH:17][cH:18]1)[CH2:6][CH2:7][N:8]([C:11]([C:12]([F:13])([F:14])[F:15])=[O:16])[CH2:9][CH2:10]2. The reactants are C1(CCC1)NC(C1=C(C=CC(=C1)OC1=C(C=C(C=C1C)[N+](=O)[O-])C)OC)=O (N-Cyclobutyl-5-(2,6-dimethyl-4-nitro-phenoxy)-2-methoxy-benzamide), [H-].[Na+] (NaH), O (water), IC (iodomethane). Run in CN(C=O)C (N,N-dimethylformamide). Run at temperature 0 celsius, time 30 minute. The product is C1(CCC1)N(C(C1=C(C=CC(=C1)OC1=C(C=C(C=C1C)[N+](=O)[O-])C)OC)=O)C (N-Cyclobutyl-5-(2,6-dimethyl-4-nitro-phenoxy)-2-methoxy-N-methyl-benzamide). The yield is 95.2%. Reaction SMILES: [CH:1]1([NH:5][C:6](=[O:27])[C:7]2[CH:12]=[C:11]([O:13][C:14]3[C:19]([CH3:20])=[CH:18][C:17]([N+:21]([O-:23])=[O:22])=[CH:16][C:15]=3[CH3:24])[CH:10]=[CH:9][C:8]=2[O:25][CH3:26])[CH2:4][CH2:3][CH2:2]1.[H-].[Na+].I[CH3:31].O>CN(C)C=O>[CH:1]1([N:5]([CH3:31])[C:6](=[O:27])[C:7]2[CH:12]=[C:11]([O:13][C:14]3[C:19]([CH3:20])=[CH:18][C:17]([N+:21]([O-:23])=[O:22])=[CH:16][C:15]=3[CH3:24])[CH:10]=[CH:9][C:8]=2[O:25][CH3:26])[CH2:4][CH2:3][CH2:2]1 |f:1.2|. Reported procedure: To a solution of N-Cyclobutyl-5-(2,6-dimethyl-4-nitro-phenoxy)-2-methoxy-benzamide (1.67 grams, 4.51 mmol) in N,N-dimethylformamide (50 mL) at 0° C. under nitrogen was added NaH (60% dispersion in mineral oil, 0.27 grams, 11 mmol). After stirring 30 minutes at 0° C., iodomethane (3.2 g, 23 mmol) was added at 0° C. The reaction mixture was allowed to warm to room temperature and stirred at room temperature for 16 hours, poured into water (450 mL), and extracted with ethyl acetate (3 times 75 mL).... Reactants: cuprous iodide, ClC=1C=CC(=C(C(=O)C2=C(C=CC=C2)F)C1)I (5-chloro-2'-fluoro-2-iodobenzophenone), C(C#C)O (propargyl alcohol). The reagents and catalysts are Cl[Pd]([P](C1=CC=CC=C1)(C2=CC=CC=C2)C3=CC=CC=C3)([P](C4=CC=CC=C4)(C5=CC=CC=C5)C6=CC=CC=C6)Cl (dichlorobis(triphenylphosphine)palladium). Run in C(C)NCC (diethylamine). Reaction conditions: time 4 day. Product: OCC#CC1=C(C=C(C=C1)Cl)C(C1=C(C=CC=C1)F)=O (3-Hydroxy-1-[4-chloro-2-(2-fluorobenzoyl)phenyl]propyne). As a reaction SMILES: [Cl:1][C:2]1[CH:3]=[CH:4][C:5](I)=[C:6]([CH:16]=1)[C:7]([C:9]1[CH:14]=[CH:13][CH:12]=[CH:11][C:10]=1[F:15])=[O:8].[CH2:18]([OH:21])[C:19]#[CH:20]>C(NCC)C.Cl[Pd](Cl)([P](C1C=CC=CC=1)(C1C=CC=CC=1)C1C=CC=CC=1)[P](C1C=CC=CC=1)(C1C=CC=CC=1)C1C=CC=CC=1>[OH:21][CH2:18][C:19]#[C:20][C:5]1[CH:4]=[CH:3][C:2]([Cl:1])=[CH:16][C:6]=1[C:7](=[O:8])[C:9]1[CH:14]=[CH:13][CH:12]=[CH:11][C:10]=1[F:15] |^1:29,48|. Procedure details: A mixture of 0.37 g (0.5 mmole) of dichlorobis(triphenylphosphine)palladium II, 70 mg (0.35 mmole) of cuprous iodide, 36.1 g (0.1 mole) of 5-chloro-2'-fluoro-2-iodobenzophenone and 12 ml (0.2 mole) of propargyl alcohol in 200 ml of diethylamine was stirred at room temperature for 4 days. The mixture was concentrated at reduced pressure and the residue was partitioned between ether and water. The ether layer was washed with water, dried over anhydrous sodium sulfate and concentrated at reduced pr...